describe an organic reaction: reactants, conditions, products, and yield From a dataset of the Open Reaction Database (ORD), a public repository of structured organic reaction records. The reactants are Cl, NC(=O)c1ccc2c(c1)c(-c1cccc(OCCC3CCCCN3)c1)nn2C1CCCCO1, C1COCCO1. Product: NC(=O)c1ccc2[nH]nc(-c3cccc(OCCC4CCCCN4)c3)c2c1. RXN SMILES: [ClH:34].[NH:1]1[CH:2]([CH2:7][CH2:8][O:9][c:10]2[cH:11][c:12](-[c:16]3[n:17][n:18]([CH:28]4[CH2:29][CH2:30][CH2:31][CH2:32][O:33]4)[c:19]4[cH:20][cH:21][c:22]([C:25](=[O:26])[NH2:27])[cH:23][c:24]34)[cH:13][cH:14][cH:15]2)[CH2:3][CH2:4][CH2:5][CH2:6]1.[O:35]1[CH2:36][CH2:37][O:38][CH2:39][CH2:40]1>>[NH:1]1[CH:2]([CH2:7][CH2:8][O:9][c:10]2[cH:11][c:12](-[c:16]3[n:17][nH:18][c:19]4[cH:20][cH:21][c:22]([C:25](=[O:26])[NH2:27])[cH:23][c:24]34)[cH:13][cH:14][cH:15]2)[CH2:3][CH2:4][CH2:5][CH2:6]1. The reactants are N#Cc1cc2cc(C(=O)O)[nH]c2cn1, C1CCOC1, CN1CCOCC1, Cl, NCC(=O)c1ccccc1. Product: N#Cc1cc2cc(C(=O)NCC(=O)c3ccccc3)[nH]c2cn1. As a reaction SMILES: [C:1](#[N:2])[c:3]1[cH:4][c:5]2[c:6]([cH:7][n:8]1)[nH:9][c:10]([C:12](=[O:13])[OH:14])[cH:11]2.[CH2:33]1[O:34][CH2:35][CH2:36][CH2:37]1.[CH3:26][N:27]1[CH2:28][CH2:29][O:30][CH2:31][CH2:32]1.[ClH:15].[NH2:16][CH2:17][C:18](=[O:19])[c:20]1[cH:21][cH:22][cH:23][cH:24][cH:25]1>>[C:1](#[N:2])[c:3]1[cH:4][c:5]2[c:6]([cH:7][n:8]1)[nH:9][c:10]([C:12](=[O:14])[NH:16][CH2:17][C:18](=[O:19])[c:20]1[cH:21][cH:22][cH:23][cH:24][cH:25]1)[cH:11]2.